This data is from the Open Reaction Database (ORD), a public repository of structured organic reaction records. The task is: describe an organic reaction: reactants, conditions, products, and yield Starting materials: COCOC(c1cc(OC)c(C)c(OC)c1)C(O)CCCc1ccccc1, COC(=O)c1ccc(C)cc1Oc1ccc(O)cc1, CCOC(=O)N=NC(=O)OCC, C1CCOC1, c1ccc(P(c2ccccc2)c2ccccc2)cc1. Yields the product COCOC(c1cc(OC)c(C)c(OC)c1)C(CCCc1ccccc1)Oc1ccc(Oc2cc(C)ccc2C(=O)OC)cc1. Reaction SMILES: [CH3:1][O:2][c:3]1[cH:4][c:5]([CH:12]([CH:13]([CH2:14][CH2:15][CH2:16][c:17]2[cH:18][cH:19][cH:20][cH:21][cH:22]2)[OH:23])[O:24][CH2:25][O:26][CH3:27])[cH:6][c:7]([O:10][CH3:11])[c:8]1[CH3:9].[CH3:28][O:29][C:30]([c:31]1[c:32]([O:38][c:39]2[cH:40][cH:41][c:42]([OH:45])[cH:43][cH:44]2)[cH:33][c:34]([CH3:37])[cH:35][cH:36]1)=[O:46].[O:66]=[C:67]([O:68][CH2:69][CH3:70])[N:71]=[N:72][C:73]([O:74][CH2:75][CH3:76])=[O:77].[O:78]1[CH2:79][CH2:80][CH2:81][CH2:82]1.[c:47]1([P:48]([c:49]2[cH:50][cH:51][cH:52][cH:53][cH:54]2)[c:55]2[cH:56][cH:57][cH:58][cH:59][cH:60]2)[cH:61][cH:62][cH:63][cH:64][cH:65]1>>[CH3:1][O:2][c:3]1[cH:4][c:5]([CH:12]([CH:13]([CH2:14][CH2:15][CH2:16][c:17]2[cH:18][cH:19][cH:20][cH:21][cH:22]2)[O:23][c:42]2[cH:41][cH:40][c:39]([O:38][c:32]3[c:31]([C:30]([O:29][CH3:28])=[O:46])[cH:36][cH:35][c:34]([CH3:37])[cH:33]3)[cH:44][cH:43]2)[O:24][CH2:25][O:26][CH3:27])[cH:6][c:7]([O:10][CH3:11])[c:8]1[CH3:9]. The reactants are OC=1C=CC=C2C=CC=NC12 (8-hydroxyquinoline), BrC=1C=CC2=C(N(C3=C2CN(CCC3)C(=O)OC(C)(C)C)C)N1 (tert-butyl 2-bromo-10-methyl-7,8,9,10-tetrahydropyrido[3′,2′:4,5]pyrrolo[3,2-c]azepine-6(5H)-carboxylate), FC(C1=CC=C(C=N1)C1=CC(NC=C1)=O)(F)F (4-(6-(trifluoromethyl)pyridin-3-yl)pyridin-2(1H)-one), C(=O)([O-])[O-].[Cs+].[Cs+] (Cs2CO3). Reagents/catalysts: [Cu](I)I (copper iodide). Run in CS(=O)C (DMSO). Reaction conditions: temperature 130 celsius, time 30 minute. Yields the product CN1C2=C(C=3CN(CCCC31)C(=O)OC(C)(C)C)C=CC(=N2)N2C(C=C(C=C2)C=2C=NC(=CC2)C(F)(F)F)=O (tert-Butyl 10-methyl-2-(2-oxo-4-(6-(trifluoromethyl)pyridin-3-yl)pyridin-1(2H)-yl)-7,8,9,10-tetrahydropyrido[3′,2′:4,5]pyrrolo[3,2-c]azepine-6(5H)-carboxylate). Yield: 69.0%. As a reaction SMILES: Br[C:2]1[CH:3]=[CH:4][C:5]2[C:9]3[CH2:10][N:11]([C:15]([O:17][C:18]([CH3:21])([CH3:20])[CH3:19])=[O:16])[CH2:12][CH2:13][CH2:14][C:8]=3[N:7]([CH3:22])[C:6]=2[N:23]=1.[F:24][C:25]([F:40])([F:39])[C:26]1[N:31]=[CH:30][C:29]([C:32]2[CH:37]=[CH:36][NH:35][C:34](=[O:38])[CH:33]=2)=[CH:28][CH:27]=1.C([O-])([O-])=O.[Cs+].[Cs+].OC1C=CC=C2C=1N=CC=C2>CS(C)=O.[Cu](I)I>[CH3:22][N:7]1[C:8]2[CH2:14][CH2:13][CH2:12][N:11]([C:15]([O:17][C:18]([CH3:21])([CH3:20])[CH3:19])=[O:16])[CH2:10][C:9]=2[C:5]2[CH:4]=[CH:3][C:2]([N:35]3[CH:36]=[CH:37][C:32]([C:29]4[CH:30]=[N:31][C:26]([C:25]([F:24])([F:39])[F:40])=[CH:27][CH:28]=4)=[CH:33][C:34]3=[O:38])=[N:23][C:6]1=2 |f:2.3.4|. Reported procedure: tert-butyl 2-bromo-10-methyl-7,8,9,10-tetrahydropyrido[3′,2′:4,5]pyrrolo[3,2-c]azepine-6(5H)-carboxylate (0.15 g, 0.40 mmol), 4-(6-(trifluoromethyl)pyridin-3-yl)pyridin-2(1H)-one (95 mg, 0.40 mmol), and Cs2CO3 (0.14 g, 0.44 mmol) were suspended in DMSO (2.3 mL), and the mixture was degassed under vacuum for 15 min. The system was flushed with Ar, and 8-hydroxyquinoline (17 mg, 0.12 mmol) and copper iodide (91 mg, 0.48 mmol) were added to the suspension. The evacuation/Ar flushing process was rep...